This data is from the Open Reaction Database (ORD), a public repository of structured organic reaction records. The task is: describe an organic reaction: reactants, conditions, products, and yield Starting materials: ClC1=NC=NC2=CC(=C(C=C12)OC)OC (4-Chloro-6,7-dimethoxyquinazoline), C1(=CC(=CC=C1)N)N (m-phenylenediamine). The solvent is C(C)(C)O (isopropanol). Conditions: temperature 20 celsius. Product: Cl.NC=1C=C(C=CC1)NC1=NC=NC2=CC(=C(C=C12)OC)OC ((3-aminophenyl)-(6,7-dimethoxyquinazolin-4-yl)amine hydrochloride). Isolated yield 93.9%. RXN SMILES: [Cl:1][C:2]1[C:11]2[C:6](=[CH:7][C:8]([O:14][CH3:15])=[C:9]([O:12][CH3:13])[CH:10]=2)[N:5]=[CH:4][N:3]=1.[C:16]1([NH2:23])[CH:21]=[CH:20][CH:19]=[C:18]([NH2:22])[CH:17]=1>C(O)(C)C>[ClH:1].[NH2:22][C:18]1[CH:17]=[C:16]([NH:23][C:2]2[C:11]3[C:6](=[CH:7][C:8]([O:14][CH3:15])=[C:9]([O:12][CH3:13])[CH:10]=3)[N:5]=[CH:4][N:3]=2)[CH:21]=[CH:20][CH:19]=1 |f:3.4|. Procedure: 4-Chloro-6,7-dimethoxyquinazoline (5.01 g, 22.3 mmol) was added in portions, over 1.5 hours, to m-phenylenediamine (2.66 g, 24.6 mmol) in refluxing isopropanol (100 mL) under an atmosphere of dry nitrogen. After the addition was complete the mixture was heated at reflux for 4 hours. The mixture was cooled to 20° C., and the precipitate was filtered, washed with chilled isopropanol and dried in vacuo to afford 6.97 g (93%) of (3-aminophenyl)-(6,7-dimethoxyquinazolin-4-yl)amine hydrochloride (LC-M...